From a dataset of the Open Reaction Database (ORD), a public repository of structured organic reaction records. describe an organic reaction: reactants, conditions, products, and yield Reactants: ( 12 ), CC[Mg+].[Br-] (EtMgBr), resultant mixture, C(C1=CC=C(C=C1)OC)(=O)Cl (p-anisoyl chloride), C(C1=CC=CC=C1)C1CCN(CC1)C=1C=C2C=C(NC2=CC1)C(=O)N (5(4-benzylpiperidinyl)-indole carboxamide), solution, CCOCC (ether), [Al+3].[Cl-].[Cl-].[Cl-] (AlCl3). The reagents and catalysts are [Cl-].[Cl-].[Zn+2] (ZnCl2). The solvent is ClCCl (dichloromethane). Conditions: time 1 hour. Product: COC1=C(C(=O)C2=C(NC3=CC=C(C=C23)C(=O)N)N2CCC(CC2)CC2=CC=CC=C2)C=CC=C1 (3-(-Methoxybenzoyl)-(4-benzylpiperidinyl)-indole-5-carboxamide). As a reaction SMILES: [CH2:1]([CH:8]1[CH2:13][CH2:12][N:11]([C:14]2[CH:15]=[C:16]3[C:20](=[CH:21][CH:22]=2)[NH:19][C:18]([C:23]([NH2:25])=[O:24])=[CH:17]3)[CH2:10][CH2:9]1)[C:2]1[CH:7]=[CH:6][CH:5]=[CH:4][CH:3]=1.[CH3:26][CH2:27][Mg+].[Br-].C(Cl)(=O)[C:31]1[CH:36]=C[C:34]([O:37]C)=[CH:33][CH:32]=1.[Al+3].[Cl-].[Cl-].[Cl-].C[CH2:46][O:47]CC>ClCCl.[Cl-].[Cl-].[Zn+2]>[CH3:46][O:47][C:26]1[CH:27]=[CH:36][CH:31]=[CH:32][C:33]=1[C:34]([C:15]1[C:16]2[C:20](=[CH:21][CH:22]=[C:18]([C:23]([NH2:25])=[O:24])[CH:17]=2)[NH:19][C:14]=1[N:11]1[CH2:10][CH2:9][CH:8]([CH2:1][C:2]2[CH:7]=[CH:6][CH:5]=[CH:4][CH:3]=2)[CH2:13][CH2:12]1)=[O:37] |f:1.2,4.5.6.7,10.11.12|. Procedure: Acylation at 3-position of the indole ring system was achieved by a procedure of C. X. Yang, et al. (Synth. Commun. 27 (12), 2125 (1997). To a solution of 0.318 g (1.0 mmol) of 5(4-benzylpiperidinyl)-indole carboxamide in dichloromethane was added 2.2 mL (2.2 mmol) of 1 M solution of ZnCl2 in ether followed by the dropwise addition of EtMgBr (1.0 mmol). The mixture was stirred for 1 h and p-anisoyl chloride (180 mg, 1,1 mmol) was added. The suspension was stirred for 1 h and AlCl3 (0.05 mmol) wa... Reactants: NCCN1N=C2N=C(C(=C(C2=C1)C1=CC=C(C=C1)F)C1=CC=NC=C1)C1=CC=C(C=C1)F (2-(2-aminoethyl)-4,6-bis(4-fluorophenyl)-5-(4-pyridyl)pyrazolo[3,4-b]pyridine), C(C)(C)N=C=O (isopropylisocyanate). Solvent: CN(C)C=O (DMF). Reaction conditions: time 2 day. Product: FC1=CC=C(C=C1)C=1C=2C(N=C(C1C1=CC=NC=C1)C1=CC=C(C=C1)F)=NN(C2)CCNC(=O)NC(C)C (N-[2-[4,6-Bis(4-fluorophenyl)-5-(4-pyridyl)pyrazolo[3,4-b]pyridin-2-yl]ethyl]-N′-isopropylurea). Isolated yield 49.4%. Reaction SMILES: [NH2:1][CH2:2][CH2:3][N:4]1[CH:12]=[C:11]2[C:6]([N:7]=[C:8]([C:26]3[CH:31]=[CH:30][C:29]([F:32])=[CH:28][CH:27]=3)[C:9]([C:20]3[CH:25]=[CH:24][N:23]=[CH:22][CH:21]=3)=[C:10]2[C:13]2[CH:18]=[CH:17][C:16]([F:19])=[CH:15][CH:14]=2)=[N:5]1.[CH:33]([N:36]=[C:37]=[O:38])([CH3:35])[CH3:34]>CN(C=O)C>[F:19][C:16]1[CH:17]=[CH:18][C:13]([C:10]2[C:11]3[C:6](=[N:5][N:4]([CH2:3][CH2:2][NH:1][C:37]([NH:36][CH:33]([CH3:35])[CH3:34])=[O:38])[CH:12]=3)[N:7]=[C:8]([C:26]3[CH:27]=[CH:28][C:29]([F:32])=[CH:30][CH:31]=3)[C:9]=2[C:20]2[CH:25]=[CH:24][N:23]=[CH:22][CH:21]=2)=[CH:14][CH:15]=1. Procedure: To a solution of 2-(2-aminoethyl)-4,6-bis(4-fluorophenyl)-5-(4-pyridyl)pyrazolo[3,4-b]pyridine (0.06 g, 0.15 mmol, obtained in example 90) in DMF (1 mL), isopropylisocyanate (0.02 g, 0.18 mmol) was added under argon atmosphere. This was stirred at room temperature for 2 days. The solvent was concentrated again and diethyl ether was added to the residue obtained. The solvent was concentrated, to afford 38 mg of title compound in solid form (yield: 50%). The reactants are C1=CC(=C2C3=C1C[C@@H]4[C@]5([C@]3(CCN4CC6CC6)[C@@H](O2)C(=O)CC5)O)O.Cl (naltrexone hydrochloride), N1C=NC=C1 (imidazole), C(C)(C)(C)[Si](Cl)(C)C (tert-butyldimethylchlorosilane), O (water). Solvent: C(C)OCC (diethyl ether). Reaction conditions: time 35 minute. Yields the product [Si](C)(C)(C(C)(C)C)OC=1C=CC=2C[C@@H]3[C@@]4(CCC([C@H]5[C@@]4(C2C1O5)CCN3CC3CC3)=O)O (3-tert-butyldimethylsilyloxy-17-cyclopropylmethyl-4,5α-epoxy-14β-hydroxy-6-oxomorphinan). Isolated yield 76.0%. RXN SMILES: [CH:1]1[C:6]2[CH2:7][C@H:8]3[N:13]([CH2:14][CH:15]4[CH2:17][CH2:16]4)[CH2:12][CH2:11][C@:10]45[C@H:18]([C:20]([CH2:22][CH2:23][C@@:9]34[OH:24])=[O:21])[O:19][C:4]([C:5]=25)=[C:3]([OH:25])[CH:2]=1.Cl.N1C=CN=C1.[C:32]([Si:36]([CH3:39])([CH3:38])Cl)([CH3:35])([CH3:34])[CH3:33].O>C(OCC)C>[Si:36]([O:25][C:3]1[CH:2]=[CH:1][C:6]2[CH2:7][C@H:8]3[N:13]([CH2:14][CH:15]4[CH2:17][CH2:16]4)[CH2:12][CH2:11][C@:10]45[C:5]=2[C:4]=1[O:19][C@H:18]4[C:20](=[O:21])[CH2:22][CH2:23][C@@:9]35[OH:24])([C:32]([CH3:35])([CH3:34])[CH3:33])([CH3:39])[CH3:38] |f:0.1|. Procedure: 3.49 g of naltrexone hydrochloride was suspended in 10.5 ml of N,N-dimethylfonnamde. After adding 3.46 g of imidazole, 3.48 g of tert-butyldimethylchlorosilane was added followed by stirring for 35 minutes at room temperature. 30 ml of water and 50 ml of diethyl ether were added to the reaction system followed by separation. The aqueous layer was extracted twice with 30 ml of diethyl ether. The combined extracts were dried over anhydrous sodium sulfate and concentrated. The resulting residue was... Reaction SMILES: [CH2:8]([CH2:9][CH2:10][CH2:11][CH2:12][CH2:13][CH2:14][CH2:15][CH2:16][CH2:17][CH3:18])[O:19][c:20]1[cH:21][n:22][c:23](-[c:26]2[cH:27][cH:28][c:29]([OH:32])[cH:30][cH:31]2)[n:24][cH:25]1.[CH3:1][CH2:2][CH:3]([CH3:4])[C:5]([OH:6])=[O:7].[CH3:33][N:34]([CH3:35])[c:36]1[cH:37][cH:38][n:39][cH:40][cH:41]1.[CH:42]([Cl:43])([Cl:44])[Cl:45]>>[CH3:1][CH2:2][CH:3]([CH3:4])[C:5](=[O:6])[O:7][c:29]1[cH:28][cH:27][c:26](-[c:23]2[n:22][cH:21][c:20]([O:19][CH2:8][CH2:9][CH2:10][CH2:11][CH2:12][CH2:13][CH2:14][CH2:15][CH2:16][CH2:17][CH3:18])[cH:25][n:24]2)[cH:31][cH:30]1. The product is CCCCCCCCCCCOc1cnc(-c2ccc(OC(=O)C(C)CC)cc2)nc1. The reactants are CCCCCCCCCCCOc1cnc(-c2ccc(O)cc2)nc1, CCC(C)C(=O)O, CN(C)c1ccncc1, ClC(Cl)Cl. As a reaction SMILES: [Br:15][c:16]1[cH:17][n:18][cH:19][cH:20][cH:21]1.[C:1](=[O:2])([O:3][CH2:4][CH3:5])[c:6]1[nH:7][c:8]2[cH:9][cH:10][cH:11][cH:12][c:13]2[cH:14]1.[C:22](=[O:23])([O-:24])[O-:25].[K+:26].[K+:27].[cH:28]1[cH:29][cH:30][n:31][cH:32][cH:33]1>>[C:1](=[O:2])([O:3][CH2:4][CH3:5])[c:6]1[n:7](-[c:16]2[cH:17][n:18][cH:19][cH:20][cH:21]2)[c:8]2[cH:9][cH:10][cH:11][cH:12][c:13]2[cH:14]1. The product is CCOC(=O)c1cc2ccccc2n1-c1cccnc1. Starting materials: Brc1cccnc1, CCOC(=O)c1cc2ccccc2[nH]1, O=C([O-])[O-], [K+], [K+], c1ccncc1.